The task is: describe an organic reaction: reactants, conditions, products, and yield. This data is from the Open Reaction Database (ORD), a public repository of structured organic reaction records. The reactants are C(C)(C)(C)OC(=O)NNC(CN(CC=CC(=O)OC)S(=O)(=O)C1=CC2=CC=C(C=C2C=C1)Cl)=O (methyl 4-[[2-(N′-tert-butoxycarbonylhydrazino)-2-oxoethyl](6-chloro-naphthalene-2-sulfonyl)amino]-2-butenoate), CC(C)([O-])C.[K+] (potassium t-butoxide). The solvent is C1CCOC1 (THF). Run at temperature 70 celsius, time 15 hour. The product is C(C)(C)(C)OC(=O)NN1C(CN(CC1=O)S(=O)(=O)C1=CC2=CC=C(C=C2C=C1)Cl)CC(=O)OC (Methyl 1-(tert-Butoxycarbonylamino)-4-[(6-chloro-2-naphthyl)sulfonyl]-6-oxo-2-piperazineacetate). The yield is 100.0%. Reaction SMILES: [C:1]([O:5][C:6]([NH:8][NH:9][C:10](=[O:34])[CH2:11][N:12]([S:20]([C:23]1[CH:32]=[CH:31][C:30]2[C:25](=[CH:26][CH:27]=[C:28]([Cl:33])[CH:29]=2)[CH:24]=1)(=[O:22])=[O:21])[CH2:13][CH:14]=[CH:15][C:16]([O:18][CH3:19])=[O:17])=[O:7])([CH3:4])([CH3:3])[CH3:2].CC(C)([O-])C.[K+]>C1COCC1>[C:1]([O:5][C:6]([NH:8][N:9]1[C:10](=[O:34])[CH2:11][N:12]([S:20]([C:23]2[CH:32]=[CH:31][C:30]3[C:25](=[CH:26][CH:27]=[C:28]([Cl:33])[CH:29]=3)[CH:24]=2)(=[O:22])=[O:21])[CH2:13][CH:14]1[CH2:15][C:16]([O:18][CH3:19])=[O:17])=[O:7])([CH3:4])([CH3:2])[CH3:3] |f:1.2|. Procedure: A solution of methyl 4-[[2-(N′-tert-butoxycarbonylhydrazino)-2-oxoethyl](6-chloro-naphthalene-2-sulfonyl)amino]-2-butenoate (500 mg) in THF (25 ml) was combined with potassium t-butoxide (22 mg) and stirred at 70° C. for 15 hours. The reaction mixture was concentrated and the residue was dissolved in ethyl acetate, washed with water and brine, dried and concentrated to obtain the title compound (500 mg) as a colorless amorphous material. The reactants are NC(=O)N (urea), N(=O)[O-].[Na+] (sodium nitrite), COC1=C(C=CC(=C1)Br)C1=C(C=C(C=C1)Br)N (2-Methoxy-2′-amino-4,4′-dibromobiphenyl), OS(=O)(=O)O (H2SO4). The solvent is O (water), O (water). Reaction conditions: temperature 0 celsius, time 2 hour. Product: BrC=1C=CC2=C(OC3=C2C=CC(=C3)Br)C1 (3,7-Dibromo-dibenzofuran). The yield is 52.1%. Reaction SMILES: N([O-])=O.[Na+].C[O:6][C:7]1[CH:12]=[C:11]([Br:13])[CH:10]=[CH:9][C:8]=1[C:14]1[CH:19]=[CH:18][C:17]([Br:20])=[CH:16][C:15]=1N.OS(O)(=O)=O.NC(N)=O>O>[Br:20][C:17]1[CH:16]=[CH:15][C:14]2[C:8]3[CH:9]=[CH:10][C:11]([Br:13])=[CH:12][C:7]=3[O:6][C:19]=2[CH:18]=1 |f:0.1|. Procedure details: A solution of sodium nitrite (4.17 g, 60.5 mmol) in water (55.7 mL) was added slowly to a suspension of 2-methoxy-2′-amino-4,4′-dibromobiphenyl (16, 21.60 g, 60.50 mmol) in H2SO4 (14.82 g, 151.3 mmol) in water (52.7 mL), maintained below 2° C. The mixture was stirred for 2 h at 0° C., and then excess urea was added to destroy the unreacted nitrous acid. The reaction mixture was stirred overnight at room temperature, then overnight at 70° C. The solid formed was collected and recrystallized from ... The reactants are C(C)(C)(C)C=1NC(=C(N1)CO)C (2-tert-butyl-5-methyl-4-imidazolemethanol), [N+](=O)(O)[O-] (HNO3). Yields the product C(C)(C)(C)C=1NC(=C(N1)C=O)C (2-tert-Butyl-5-methyl-4-imidazolecarboxaldehyde). RXN SMILES: [C:1]([C:5]1[NH:6][C:7]([CH3:12])=[C:8]([CH2:10][OH:11])[N:9]=1)([CH3:4])([CH3:3])[CH3:2].[N+]([O-])(O)=O>>[C:1]([C:5]1[NH:6][C:7]([CH3:12])=[C:8]([CH:10]=[O:11])[N:9]=1)([CH3:4])([CH3:3])[CH3:2]. Procedure: A 19.76 gm. portion of 2-tert-butyl-5-methyl-4-imidazolemethanol and 16.5 ml. of concentrated HNO3 are reacted as described in Example 25 giving the desired product, m.p. 196°-198° C. The reactants are C=O, CC(=O)O, CON=Cc1cc(-n2c(=O)cc(C(F)(F)F)n(C)c2=O)c(F)cc1Cl, Cl, O. The product is Cn1c(C(F)(F)F)cc(=O)n(-c2cc(C=O)c(Cl)cc2F)c1=O. As a reaction SMILES: [CH2:1]=[O:2].[CH3:30][C:31](=[O:32])[OH:33].[CH3:4][O:5][N:6]=[CH:7][c:8]1[c:9]([Cl:28])[cH:10][c:11]([F:27])[c:12](-[n:14]2[c:15](=[O:26])[n:16]([CH3:25])[c:17]([C:21]([F:22])([F:23])[F:24])[cH:18][c:19]2=[O:20])[cH:13]1.[ClH:3].[OH2:29]>>[CH:1](=[O:2])[c:8]1[c:9]([Cl:28])[cH:10][c:11]([F:27])[c:12](-[n:14]2[c:15](=[O:26])[n:16]([CH3:25])[c:17]([C:21]([F:22])([F:23])[F:24])[cH:18][c:19]2=[O:20])[cH:13]1. Reactants: O=C([O-])[O-], C=O, CC(=O)[O-], CC(=O)O, [Na+], [Na+], [Na+], N#Cc1ccc2nccn2c1. Product: N#Cc1ccc2ncc(CO)n2c1. Reaction SMILES: [C:19](=[O:20])([O-:21])[O-:22].[CH2:17]=[O:18].[CH3:13][C:14]([O-:15])=[O:16].[CH3:25][C:26](=[O:27])[OH:28].[Na+:12].[Na+:23].[Na+:24].[n:1]1[cH:2][cH:3][n:4]2[c:5]1[cH:6][cH:7][c:8]([C:10]#[N:11])[cH:9]2>>[n:1]1[cH:2][c:3]([CH2:14][OH:15])[n:4]2[c:5]1[cH:6][cH:7][c:8]([C:10]#[N:11])[cH:9]2. Reactants: ClC=1C=C(C=CC1Cl)C12C(NC(C2C1)=O)=O (1-(3,4-dichlorophenyl)-3-aza-bicyclo[3.1.0]hexane-2,4-dione), ( g ). The solvent is C1(=CC=CC=C1)C (toluene). Reaction conditions: time 8 hour. Product: ClC=1C=C(C=CC1Cl)C12C(NCC2C1)=O ((±)-1-(3,4-dichloro-phenyl)-3-aza-bicyclo[3.1.0]hexan-2-one). Reaction SMILES: [Cl:1][C:2]1[CH:3]=[C:4]([C:9]23[CH2:14][CH:13]2[C:12](=O)[NH:11][C:10]3=[O:16])[CH:5]=[CH:6][C:7]=1[Cl:8]>C1(C)C=CC=CC=1>[Cl:1][C:2]1[CH:3]=[C:4]([C:9]23[CH2:14][CH:13]2[CH2:12][NH:11][C:10]3=[O:16])[CH:5]=[CH:6][C:7]=1[Cl:8]. Procedure: 1-(3,4-dichlorophenyl)-3-aza-bicyclo[3.1.0]hexane-2,4-dione and toluene were combined in a 500 mL round-bottomed flask and stirred under Ar (g) for 10 min while cooling in an ice bath. Red-A1® was added via addition funnel drop-wise over several minutes. Upon complete addition, the ice bath was removed and the reaction stirred at ambient temperature overnight. The reaction mixture was cooled in an ice bath and 150 mL of 5N NaOH was carefully added. The phases were separated and the aqueous phase... Starting materials: C[C@H]([C@H]1C(=O)N[C@@H](CSSC[C@@H](C(=O)N[C@H](C(=O)N[C@@H](C(=O)N[C@H](C(=O)N1)CCCCN)CC2=CNC3=C2C=CC=C3)CC=4C=CC=CC4)NC(=O)[C@@H](CC=5C=CC=CC5)N)C(=O)N[C@H](CO)[C@@H](C)O)O (octreotide), C[C@H]([C@H]1C(=O)N[C@@H](CSSC[C@@H](C(=O)N[C@H](C(=O)N[C@@H](C(=O)N[C@H](C(=O)N1)CCCCN)CC2=CNC3=C2C=CC=C3)CC=4C=CC=CC4)NC(=O)[C@@H](CC=5C=CC=CC5)N)C(=O)N[C@H](CO)[C@@H](C)O)O (octreotide), C1=CC=C2C(=C1)C=C(C(=C2CC3=C(C(=CC4=CC=CC=C43)C(=O)O)O)O)C(=O)O (embonic acid), octreotide pamoate hydrate. Solvent: O.O1CCOCC1 (water dioxane). Procedure: 10.19 g of octreotide free base (10 mM) and 3.88 embonic acid (10 mM) are dissolved in 1 liter of water/dioxane (1:1). The reaction mixture is filtered, and lyophilized to give a yellow powder [α]20D=+7.5° (C=0.35, in DMF), of octreotide pamoate hydrate. Factor=1.4 wherein the factor=weight of lyophilizate/weight of octreotide contained therein. As a reaction SMILES: [CH3:1][C@@H:2]([OH:71])[C@@H:3]1[NH:27][C:25](=[O:26])[C@H:24]([CH2:28][CH2:29][CH2:30][CH2:31][NH2:32])[NH:23][C:21](=[O:22])[C@@H:20]([CH2:33][C:34]2[C:38]3[CH:39]=[CH:40][CH:41]=[CH:42][C:37]=3[NH:36][CH:35]=2)[NH:19][C:17](=[O:18])[C@H:16]([CH2:43][C:44]2[CH:45]=[CH:46][CH:47]=[CH:48][CH:49]=2)[NH:15][C:13](=[O:14])[C@@H:12]([NH:50][C:51]([C@H:53]([NH2:61])[CH2:54][C:55]2[CH:56]=[CH:57][CH:58]=[CH:59][CH:60]=2)=[O:52])[CH2:11][S:10][S:9][CH2:8][C@@H:7]([C:62]([NH:64][C@@H:65]([C@H:68]([OH:70])[CH3:69])[CH2:66][OH:67])=[O:63])[NH:6][C:4]1=[O:5].[CH:72]1[CH:77]=[C:76]2[CH:78]=[C:79]([C:98]([OH:100])=[O:99])[C:80]([OH:97])=[C:81]([CH2:82][C:83]3[C:92]4[C:87](=[CH:88][CH:89]=[CH:90][CH:91]=4)[CH:86]=[C:85]([C:93]([OH:95])=[O:94])[C:84]=3[OH:96])[C:75]2=[CH:74][CH:73]=1>O.O1CCOCC1>[CH3:1][C@@H:2]([OH:71])[C@@H:3]1[NH:27][C:25](=[O:26])[C@H:24]([CH2:28][CH2:29][CH2:30][CH2:31][NH2:32])[NH:23][C:21](=[O:22])[C@@H:20]([CH2:33][C:34]2[C:38]3[CH:39]=[CH:40][CH:41]=[CH:42][C:37]=3[NH:36][CH:35]=2)[NH:19][C:17](=[O:18])[C@H:16]([CH2:43][C:44]2[CH:49]=[CH:48][CH:47]=[CH:46][CH:45]=2)[NH:15][C:13](=[O:14])[C@@H:12]([NH:50][C:51]([C@H:53]([NH2:61])[CH2:54][C:55]2[CH:60]=[CH:59][CH:58]=[CH:57][CH:56]=2)=[O:52])[CH2:11][S:10][S:9][CH2:8][C@@H:7]([C:62]([NH:64][C@@H:65]([C@H:68]([OH:70])[CH3:69])[CH2:66][OH:67])=[O:63])[NH:6][C:4]1=[O:5].[CH:72]1[CH:73]=[CH:74][C:75]2[C:76](=[CH:78][C:79]([C:98]([OH:100])=[O:99])=[C:80]([OH:97])[C:81]=2[CH2:82][C:83]2[C:84]([OH:96])=[C:85]([C:93]([OH:95])=[O:94])[CH:86]=[C:87]3[C:92]=2[CH:91]=[CH:90][CH:89]=[CH:88]3)[CH:77]=1 |f:2.3,4.5|. Yields the product C[C@H]([C@H]1C(=O)N[C@@H](CSSC[C@@H](C(=O)N[C@H](C(=O)N[C@@H](C(=O)N[C@H](C(=O)N1)CCCCN)CC2=CNC3=C2C=CC=C3)CC=4C=CC=CC4)NC(=O)[C@@H](CC=5C=CC=CC5)N)C(=O)N[C@H](CO)[C@@H](C)O)O.C=1C=CC=2C(C1)=CC(=C(C2CC3=C4C=CC=CC4=CC(=C3O)C(=O)O)O)C(=O)O (Octreotide Pamoate).